Task: describe an organic reaction: reactants, conditions, products, and yield. Dataset: the Open Reaction Database (ORD), a public repository of structured organic reaction records Reactants: C(C#C)NS(=O)(=O)C (N-(Prop-2-ynyl)-methanesulfonamide), FC=1C(=C2/C(/C(NC2=CC1)=O)=C/C=1NC=CC1OC)I ((Z)-1,3-dihydro-5-fluoro-4-iodo-3-[(3-methoxy-1H-pyrrol-2-yl)methylene]-2H-indol-2-one), FC=1C(=C2/C(/C(NC2=CC1)=O)=C/C=1NC=CC1OC)I ((Z)-1,3-dihydro-5-fluoro-4-iodo-3-[(3-methoxy-1H-pyrrol-2-yl)methylene]-2H-indol-2-one). The reagents and catalysts are C=1C=CC(=CC1)[P](C=2C=CC=CC2)(C=3C=CC=CC3)[Pd]([P](C=4C=CC=CC4)(C=5C=CC=CC5)C=6C=CC=CC6)([P](C=7C=CC=CC7)(C=8C=CC=CC8)C=9C=CC=CC9)[P](C=1C=CC=CC1)(C=1C=CC=CC1)C=1C=CC=CC1 ((Ph3P)4Pd). Run in CN(C)C=O (DMF), CCN(CC)CC (Et3N), CCOC(=O)C (EtOAc). Product: FC=1C(=C2/C(/C(NC2=CC1)=O)=C/C=1NC=CC1OC)C#CCNS(=O)(=O)C ((Z)-N-[3-[5-Fluoro-3-[(3-methoxy-1H-pyrrol-2-yl)methylene]-2-oxo-2,3-dihydro-1H-indol-4-yl]-prop-2-ynyl]-methanesulfonamide). As a reaction SMILES: [CH2:1]([NH:4][S:5]([CH3:8])(=[O:7])=[O:6])[C:2]#[CH:3].[F:9][C:10]1[C:11](I)=[C:12]2[C:16](=[CH:17][CH:18]=1)[NH:15][C:14](=[O:19])/[C:13]/2=[CH:20]\[C:21]1[NH:22][CH:23]=[CH:24][C:25]=1[O:26][CH3:27]>CN(C=O)C.CCN(CC)CC.CCOC(C)=O.C1C=CC([P]([Pd]([P](C2C=CC=CC=2)(C2C=CC=CC=2)C2C=CC=CC=2)([P](C2C=CC=CC=2)(C2C=CC=CC=2)C2C=CC=CC=2)[P](C2C=CC=CC=2)(C2C=CC=CC=2)C2C=CC=CC=2)(C2C=CC=CC=2)C2C=CC=CC=2)=CC=1>[F:9][C:10]1[C:11]([C:3]#[C:2][CH2:1][NH:4][S:5]([CH3:8])(=[O:7])=[O:6])=[C:12]2[C:16](=[CH:17][CH:18]=1)[NH:15][C:14](=[O:19])/[C:13]/2=[CH:20]\[C:21]1[NH:22][CH:23]=[CH:24][C:25]=1[O:26][CH3:27] |^1:50,52,71,90|. Procedure details: Using Method C above, N-(Prop-2-ynyl)-methanesulfonamide (80 mg, 0.62 mmol) was coupled with (Z)-1,3-dihydro-5-fluoro-4-iodo-3-[(3-methoxy-1H-pyrrol-2-yl)methylene]-2H-indol-2-one (80 mg, 0.21 mmol) (Starting Material 6) using (Ph3P)4Pd (24 mg, 0.02 mmol) and a catalytic amount of Cul in a mixture of DMF (5 mL) and Et3N (5 mL) as solvent at 80° C. for 5 hrs. Upon completion, the reaction mixture was diluted with EtOAc and extracted with H2O. The organic layer was dried over Na2SO4 and concentrat... The reactants are CC1(OCCO1)C1=CC=C(O1)CN1N=C(C=C1)N (1-[5-(2-methyl-[1,3]dioxolan-2-yl)-furan-2-ylmethyl]-1H-pyrazol-3-ylamine), C1(=CC=C(C=C1)C1=C(N=CO1)C(=O)O)C (5-p-tolyl-oxazole-4-carboxylic acid), 05b. Product: C(C)(=O)C1=CC=C(O1)CN1N=C(C=C1)NC(=O)C=1N=COC1C1=CC=C(C=C1)C (5-p-Tolyl-oxazole-4-carboxylic acid [1-(5-acetyl-furan-2-ylmethyl)-1H-pyrazol-3-yl]-amide). Reaction SMILES: [CH3:1][C:2]1([C:7]2[O:11][C:10]([CH2:12][N:13]3[CH:17]=[CH:16][C:15]([NH2:18])=[N:14]3)=[CH:9][CH:8]=2)[O:6]CCO1.[C:19]1([CH3:33])[CH:24]=[CH:23][C:22]([C:25]2[O:29][CH:28]=[N:27][C:26]=2[C:30](O)=[O:31])=[CH:21][CH:20]=1>>[C:2]([C:7]1[O:11][C:10]([CH2:12][N:13]2[CH:17]=[CH:16][C:15]([NH:18][C:30]([C:26]3[N:27]=[CH:28][O:29][C:25]=3[C:22]3[CH:23]=[CH:24][C:19]([CH3:33])=[CH:20][CH:21]=3)=[O:31])=[N:14]2)=[CH:9][CH:8]=1)(=[O:6])[CH3:1]. Reported procedure: Following general procedure B followed by T, starting from 1-[5-(2-methyl-[1,3]dioxolan-2-yl)-furan-2-ylmethyl]-1H-pyrazol-3-ylamine and 5-p-tolyl-oxazole-4-carboxylic acid. LC-MS-conditions 05b: tR=1.08 min; [M+H]+=391.12.